Dataset: the Open Reaction Database (ORD), a public repository of structured organic reaction records. Task: describe an organic reaction: reactants, conditions, products, and yield Reactants: C12CNCC(CC1)O2 (8-oxa-3-aza-bicyclo[3.2.1]octane), COC1=CC=C(C2=C1N=C(S2)N)N2CCOCC2 (4-methoxy-7-morpholin-4-yl-benzothiazol-2-ylamine), ClC(=O)OC1=CC=CC=C1 (phenyl chloroformate). Product: crystals, COC1=CC=C(C2=C1N=C(S2)NC(=O)N2CC1CCC(C2)O1)N1CCOCC1 (8-Oxa-3-aza-bicyclo[3.2.1]octane-3-carboxylic acid (4-methoxy-7-morpholin-4-yl-benzothiazol-2-yl)-amide). Yield: 67.0%. As a reaction SMILES: [CH3:1][O:2][C:3]1[C:8]2[N:9]=[C:10]([NH2:12])[S:11][C:7]=2[C:6]([N:13]2[CH2:18][CH2:17][O:16][CH2:15][CH2:14]2)=[CH:5][CH:4]=1.Cl[C:20](OC1C=CC=CC=1)=[O:21].[CH:29]12[O:36][CH:33]([CH2:34][CH2:35]1)[CH2:32][NH:31][CH2:30]2>>[CH3:1][O:2][C:3]1[C:8]2[N:9]=[C:10]([NH:12][C:20]([N:31]3[CH2:30][CH:29]4[O:36][CH:33]([CH2:34][CH2:35]4)[CH2:32]3)=[O:21])[S:11][C:7]=2[C:6]([N:13]2[CH2:18][CH2:17][O:16][CH2:15][CH2:14]2)=[CH:5][CH:4]=1. Reported procedure: Using 4-methoxy-7-morpholin-4-yl-benzothiazol-2-ylamine, phenyl chloroformate and 8-oxa-3-aza-bicyclo[3.2.1]octane, the title compound was prepared as white crystals (67% yield), mp 229-231° C. MS: m/e=405(M+H+). The reactants are C[C@H](C[C@@H]([C@H](C=O)O)N(C)C)O (desosamine), N-oxide, FOC(F)(F)F (trifluoromethyl hypofluorite), perchloryl fluoride, ( 3 ), enol-ether, ( 2 ), CC[C@@H]1[C@@]([C@@H]([C@H](C(=O)[C@@H](C[C@@]([C@@H]([C@H]([C@@H]([C@H](C(=O)O1)C)O[C@H]2C[C@@]([C@H]([C@@H](O2)C)O)(C)OC)C)O[C@H]3[C@@H]([C@H](C[C@H](O3)C)N(C)C)O)(C)O)C)C)O)(C)O (erythromycin A), sugar. Product: CC[C@@H]1[C@@]([C@@H]([C@H](C(=O)[C@@](C[C@@]([C@@H]([C@H]([C@@H]([C@H](C(=O)O1)C)O[C@H]2C[C@@]([C@H]([C@@H](O2)C)O)(C)OC)C)O[C@H]3[C@@H]([C@H](C[C@H](O3)C)N(C)C)O)(C)O)(C)F)C)O)(C)O ((8S)-8-fluoroerythromycin A). Isolated yield 35.0%. RXN SMILES: [CH3:1][CH2:2][C@H:3]1[O:18][C:16](=[O:17])[C@H:15]([CH3:19])[C@@H:14]([O:20][C@@H:21]2[O:26][C@@H:25]([CH3:27])[C@H:24]([OH:28])[C@@:23]([O:30][CH3:31])([CH3:29])[CH2:22]2)[C@H:13]([CH3:32])[C@@H:12]([O:33][C@@H:34]2[O:39][C@H:38]([CH3:40])[CH2:37][C@H:36]([N:41]([CH3:43])[CH3:42])[C@H:35]2[OH:44])[C@@:11]([OH:46])([CH3:45])[CH2:10][C@@H:9]([CH3:47])[C:7](=[O:8])[C@H:6]([CH3:48])[C@@H:5]([OH:49])[C@@:4]1([OH:51])[CH3:50].C[C@@H](O)C[C@H](N(C)C)[C@@H](O)C=O.[F:64]OC(F)(F)F.Cl(F)(=O)(=O)=O>>[CH3:1][CH2:2][C@H:3]1[O:18][C:16](=[O:17])[C@H:15]([CH3:19])[C@@H:14]([O:20][C@@H:21]2[O:26][C@@H:25]([CH3:27])[C@H:24]([OH:28])[C@@:23]([O:30][CH3:31])([CH3:29])[CH2:22]2)[C@H:13]([CH3:32])[C@@H:12]([O:33][C@@H:34]2[O:39][C@H:38]([CH3:40])[CH2:37][C@H:36]([N:41]([CH3:42])[CH3:43])[C@H:35]2[OH:44])[C@@:11]([OH:46])([CH3:45])[CH2:10][C@@:9]([F:64])([CH3:47])[C:7](=[O:8])[C@H:6]([CH3:48])[C@@H:5]([OH:49])[C@@:4]1([OH:51])[CH3:50]. Procedure: According to such a synthesis an enol-ether function (2) is generated in the molecule of erythromycin A (1) and subsequently the N-dimethyl group of desosamine is protected as N-oxide (3) to avoid the partial or total N-demethylation of the basic sugar during the fluorination; fluorination of (3) with trifluoromethyl hypofluorite or perchloryl fluoride, followed by hydrogenolysis, gives (8S)-8-fluoroerythromycin A (5). As a matter of fact, by operating according to the disclosure of the second A...